Dataset: the Open Reaction Database (ORD), a public repository of structured organic reaction records. Task: describe an organic reaction: reactants, conditions, products, and yield The reactants are ClC=1C=C(C=CC1Cl)C(C)=O (1-(3,4-dichloro-phenyl)-ethanone), C(C(=O)OCC)(=O)OCC (diethyl oxalate), [Na] (sodium). Yields the product C(C)OC(/C(=C/C(=O)C1=CC(=C(C=C1)Cl)Cl)/O)=O ((Z)-4-(3,4-dichloro-phenyl)-2-hydroxy-4-oxo-but-2-enoic acid ethyl ester). RXN SMILES: [Cl:1][C:2]1[CH:3]=[C:4]([C:9](=[O:11])[CH3:10])[CH:5]=[CH:6][C:7]=1[Cl:8].[C:12](OCC)(=[O:18])[C:13]([O:15][CH2:16][CH3:17])=[O:14].[Na]>>[CH2:16]([O:15][C:13](=[O:14])/[C:12](/[OH:18])=[CH:10]/[C:9]([C:4]1[CH:5]=[CH:6][C:7]([Cl:8])=[C:2]([Cl:1])[CH:3]=1)=[O:11])[CH3:17] |^1:21|. Procedure: In analogy to the procedure described for example 11 a], 1-(3,4-dichloro-phenyl)-ethanone was reacted with diethyl oxalate in the presence of metallic sodium to give (Z)-4-(3,4-dichloro-phenyl)-2-hydroxy-4-oxo-but-2-enoic acid ethyl ester as off-white solid. Reactants: C(=O)(OC(C)(C)C)OC(=O)OC(C)(C)C (di-tert-butyl dicarbonate), C(C)(C)(C)OC(=O)N1CC(NC(C1)=O)C (3-methyl-5-oxo-piperazine-1-carboxylic acid tert-butyl ester), t-(3-chloropropyl)piperidine, intermediate 17b, regioisomeric mixture, NCC(C)N (1,2-diaminopropane), ClCC(=O)OCC (ethyl chloroacetate), C([O-])([O-])=O.[K+].[K+] (potassium carbonate), C(C)(C)(C)OC(=O)N1CC(NC(C1)=O)C (3-methyl-5-oxo-piperazine-1-carboxylic acid tert-butyl ester). The solvent is C(C)O (ethanol), C(C)O (ethanol). Run at time 2 hour. Product: C(C)(C)(C)OC(=O)N1CC(N(C(C1)=O)CCCN1CCCCC1)C (3-Methyl-5-oxo-4-(3-piperidin-1-yl-propyl)-piperazine-1-carboxylic acid tert-butyl ester). RXN SMILES: [NH2:1][CH2:2][CH:3](N)[CH3:4].ClCC(O[CH2:11][CH3:12])=O.C(=O)([O-])[O-].[K+].[K+].C(OC(OC(C)(C)C)=O)(O[C:22](C)([CH3:24])[CH3:23])=O.[C:34]([O:38][C:39]([N:41]1[CH2:46][C:45](=[O:47])[NH:44][CH:43]([CH3:48])[CH2:42]1)=[O:40])([CH3:37])([CH3:36])[CH3:35]>C(O)C>[C:34]([O:38][C:39]([N:41]1[CH2:46][C:45](=[O:47])[N:44]([CH2:4][CH2:3][CH2:2][N:1]2[CH2:12][CH2:11][CH2:24][CH2:22][CH2:23]2)[CH:43]([CH3:48])[CH2:42]1)=[O:40])([CH3:37])([CH3:35])[CH3:36] |f:2.3.4|. Procedure: A solution of 1,2-diaminopropane (12.1 g, 163 mmol) in ethanol (20 ml) was added at room temperature over 90 min to a solution of ethyl chloroacetate (2.00 g, 16.3 mmol) in ethanol (70 ml), then after 2 h potassium carbonate (2.26 g, 16.3 mmol) was added. After another 2 h, insoluble material was removed by filtration, and the filtrate was evaporated. The residue was suspended in dichloromethane (50 ml) and treated with di-tert-butyl dicarbonate (24.9 g, 114 mmol), and the reaction mixture was s... Reactants: solid, BrC=1C=CC=2N(C1)C(=CN2)C2=CC=C(C#N)C=C2 (4-(6-bromo-imidazo[1,2-a]pyridin-3-yl)-benzonitrile), BrC=1C=CC=2N(C1)C(=CN2)C2=CC=C(C#N)C=C2 (4-(6-bromo-imidazo[1,2-a]pyridin-3-yl)-benzonitrile), FC1=CC=C(C=C1)N1N=CC=C1B1OC(C(O1)(C)C)(C)C (1-(4-fluoro-phenyl)-5-(4,4,5,5-tetramethyl-1,3,2-dioxaborolan-2-yl)-1H-pyrazole), FC1=CC=C(C=C1)N1N=CC=C1B1OC(C(O1)(C)C)(C)C (1-(4-fluoro-phenyl)-5-(4,4,5,5-tetramethyl-1,3,2-dioxaborolan-2-yl)-1H-pyrazole). The product is FC1=CC=C(C=C1)N1N=CC=C1C=1C=CC=2N(C1)C(=CN2)C2=CC=C(C#N)C=C2 (4-{6-[2-(4-Fluoro-phenyl)-2H-pyrazol-3-yl]-imidazo [1,2-a]pyridin-3-yl}-benzonitrile). As a reaction SMILES: Br[C:2]1[CH:3]=[CH:4][C:5]2[N:6]([C:8]([C:11]3[CH:18]=[CH:17][C:14]([C:15]#[N:16])=[CH:13][CH:12]=3)=[CH:9][N:10]=2)[CH:7]=1.[F:19][C:20]1[CH:25]=[CH:24][C:23]([N:26]2[C:30](B3OC(C)(C)C(C)(C)O3)=[CH:29][CH:28]=[N:27]2)=[CH:22][CH:21]=1>>[F:19][C:20]1[CH:21]=[CH:22][C:23]([N:26]2[C:30]([C:2]3[CH:3]=[CH:4][C:5]4[N:6]([C:8]([C:11]5[CH:18]=[CH:17][C:14]([C:15]#[N:16])=[CH:13][CH:12]=5)=[CH:9][N:10]=4)[CH:7]=3)=[CH:29][CH:28]=[N:27]2)=[CH:24][CH:25]=1. Procedure details: The title compound, white solid (88 mg, 69%), MS (ISP) m/z=380.5 [(M+H)+], mp 215° C., was prepared in accordance with the general method of example 1 from 4-(6-bromo-imidazo[1,2-a]pyridin-3-yl)-benzonitrile (intermediate N) (0.1 g, 0.335 mmol) and 1-(4-fluoro-phenyl)-5-(4,4,5,5-tetramethyl-1,3,2-dioxaborolan-2-yl)-1H-pyrazole (intermediate A) (0.13 mg, 0.44 mmol). The reactants are O=CC(=O)O, CCCCCCCCCCCC(C)=O, O=P(O)(O)O. The product is CCCCCCCCCCC(=CC(=O)O)C(C)=O. RXN SMILES: [C:1]([CH:2]=[O:3])(=[O:4])[OH:5].[CH3:6][C:7]([CH2:8][CH2:9][CH2:10][CH2:11][CH2:12][CH2:13][CH2:14][CH2:15][CH2:16][CH2:17][CH3:18])=[O:19].[P:20](=[O:21])([OH:22])([OH:23])[OH:24]>>[C:1]([CH:2]=[C:8]([C:7]([CH3:6])=[O:19])[CH2:9][CH2:10][CH2:11][CH2:12][CH2:13][CH2:14][CH2:15][CH2:16][CH2:17][CH3:18])(=[O:4])[OH:5].